This data is from the Open Reaction Database (ORD), a public repository of structured organic reaction records. The task is: describe an organic reaction: reactants, conditions, products, and yield Starting materials: C(C=C)N(C1=CN=C2N(C1=O)[C@H](C[C@@]2(C)CC(=O)OC(C)(C)C)C(=O)O)C(=O)OCC2=CC=CC=C2 ((6R,8S)-3-(allyl-benzyloxycarbonyl-amino)-8-tert-butoxycarbonylmethyl-8-methyl-4-oxo-4,6,7,8-tetrahydro-pyrrolo[1,2-a]pyrimidine-6-carboxylic acid), C(C1=CC=CC=C1)OC(NC(=N)C1=CC=C(C=C1)CN)=O ([(4-aminomethyl-phenyl)-imino-methyl]-carbamic acid benzyl ester). The product is C(C)(C)(C)OC(C[C@@]1(C[C@@H](N2C1=NC=C(C2=O)N(C(=O)OCC2=CC=CC=C2)CC=C)C(NCC2=CC=C(C=C2)C(=N)NC(=O)OCC2=CC=CC=C2)=O)C)=O ((6R,8S)-{3-(allyl-benzyloxycarbonyl-amino)-6-[4-(benzyloxycarbonylamino-imino-methyl)benzylcarbamoyl]-8-methyl-4-oxo-4,6,7,8-tetrahydro-pyrrolo[1,2-a]pyrimidin-8-yl}-acetic acid tert-butyl ester). Isolated yield 63.7%. As a reaction SMILES: [CH2:1]([N:4]([C:27]([O:29][CH2:30][C:31]1[CH:36]=[CH:35][CH:34]=[CH:33][CH:32]=1)=[O:28])[C:5]1[C:10](=[O:11])[N:9]2[C@@H:12]([C:24](O)=[O:25])[CH2:13][C@:14]([CH2:16][C:17]([O:19][C:20]([CH3:23])([CH3:22])[CH3:21])=[O:18])([CH3:15])[C:8]2=[N:7][CH:6]=1)[CH:2]=[CH2:3].[CH2:37]([O:44][C:45](=[O:57])[NH:46][C:47]([C:49]1[CH:54]=[CH:53][C:52]([CH2:55][NH2:56])=[CH:51][CH:50]=1)=[NH:48])[C:38]1[CH:43]=[CH:42][CH:41]=[CH:40][CH:39]=1>>[C:20]([O:19][C:17](=[O:18])[CH2:16][C@@:14]1([CH3:15])[C:8]2=[N:7][CH:6]=[C:5]([N:4]([CH2:1][CH:2]=[CH2:3])[C:27]([O:29][CH2:30][C:31]3[CH:36]=[CH:35][CH:34]=[CH:33][CH:32]=3)=[O:28])[C:10](=[O:11])[N:9]2[C@@H:12]([C:24](=[O:25])[NH:56][CH2:55][C:52]2[CH:51]=[CH:50][C:49]([C:47]([NH:46][C:45]([O:44][CH2:37][C:38]3[CH:43]=[CH:42][CH:41]=[CH:40][CH:39]=3)=[O:57])=[NH:48])=[CH:54][CH:53]=2)[CH2:13]1)([CH3:21])([CH3:23])[CH3:22]. Procedure: Following a procedure similar to that for the preparation of 18 g, intermediate 38c (268.9 mg, 0.54 mmol) was coupled with [(4-aminomethyl-phenyl)-imino-methyl]-carbamic acid benzyl ester (223.9 mg, 0.70 mmol) to provide 262.3 mg (64%) of intermediate 38d. MS (ESI) 763.5 (M+H+).